Dataset: the Open Reaction Database (ORD), a public repository of structured organic reaction records. Task: describe an organic reaction: reactants, conditions, products, and yield Reactants: N1(CCCCC1)CCOCC(CC(=O)OCCCC1=CC=CC=C1)=O (3-phenylpropyl 4-(2-(1-piperidinyl)ethoxy)acetoacetate), ClC=1C=C(C=O)C=CC1Cl (3,4-dichlorobenzaldehyde), S(=O)(=O)(O)O.CSC(N)=N (2-methyl-2-thiopseudourea sulfate), C(C)(=O)[O-].[Na+] (sodium acetate). The solvent is CN(C=O)C (N,N-dimethylformamide). Conditions: temperature 60 celsius. Product: ClC=1C=C(C=CC1Cl)C1N=C(NC(=C1C(=O)OCCCC1=CC=CC=C1)COCCN1CCCCC1)SC (3-Phenylpropyl 4-(3,4-dichlorophenyl)-2-methylthio-6-[(2-(1-piperidinyl)ethoxy)methyl]-1,4-dihydropyrimidine-5-carboxylate). Yield: 10.2%. As a reaction SMILES: [N:1]1([CH2:7][CH2:8][O:9][CH2:10][C:11](=O)[CH2:12][C:13]([O:15][CH2:16][CH2:17][CH2:18][C:19]2[CH:24]=[CH:23][CH:22]=[CH:21][CH:20]=2)=[O:14])[CH2:6][CH2:5][CH2:4][CH2:3][CH2:2]1.[Cl:26][C:27]1[CH:28]=[C:29]([CH:32]=[CH:33][C:34]=1[Cl:35])[CH:30]=O.S(O)(O)(=O)=O.[CH3:41][S:42][C:43](=[NH:45])[NH2:44].C([O-])(=O)C.[Na+]>CN(C)C=O>[Cl:26][C:27]1[CH:28]=[C:29]([CH:30]2[C:12]([C:13]([O:15][CH2:16][CH2:17][CH2:18][C:19]3[CH:24]=[CH:23][CH:22]=[CH:21][CH:20]=3)=[O:14])=[C:11]([CH2:10][O:9][CH2:8][CH2:7][N:1]3[CH2:6][CH2:5][CH2:4][CH2:3][CH2:2]3)[NH:45][C:43]([S:42][CH3:41])=[N:44]2)[CH:32]=[CH:33][C:34]=1[Cl:35] |f:2.3,4.5|. Procedure details: A mixture of 3-phenylpropyl 4-(2-(1-piperidinyl)ethoxy)acetoacetate (10.6 g, 30.6 mmol), 3,4-dichlorobenzaldehyde (5.9 g, 34.0 mmol), 2-methyl-2-thiopseudourea sulfate (6.15 g, 22.1 mmol) and sodium acetate (2.78 g, 34.0 mmol) was stirred in N,N-dimethylformamide (50 mL) for 4 days at room temperature, then heated to 60° C. for 24 h. The DMF was removed in vacuo and ethyl acetate was added to the residue. The precipitate was removed by filtration and the filtrate was washed with water, sodium hy... Reactants: Cn1cc(CN)cn1, Cc1nc(N2CC(C)N(Cc3ccc(F)cc3)C2=O)sc1C(=O)O, Cc1nc(N2C(=O)N(Cc3ccc(F)cc3)CC2C)sc1C(=O)O, NCc1cccnc1. Yields the product Cc1nc(N2C(=O)N(Cc3ccc(F)cc3)CC2C)sc1C(=O)NCc1cnn(C)c1. As a reaction SMILES: [CH3:9][n:10]1[n:11][cH:12][c:13]([CH2:15][NH2:16])[cH:14]1.[F:17][c:18]1[cH:19][cH:20][c:21]([CH2:22][N:23]2[CH:24]([CH3:25])[CH2:26][N:27]([c:28]3[s:29][c:30]([C:31]([OH:32])=[O:33])[c:34]([CH3:35])[n:36]3)[C:37]2=[O:38])[cH:39][cH:40]1.[F:41][c:42]1[cH:43][cH:44][c:45]([CH2:46][N:47]2[C:48](=[O:62])[N:49]([c:53]3[s:54][c:55]([C:59](=[O:60])[OH:61])[c:56]([CH3:58])[n:57]3)[CH:50]([CH3:52])[CH2:51]2)[cH:63][cH:64]1.[n:1]1[cH:2][cH:3][cH:4][c:5]([CH2:6][NH2:7])[cH:8]1>>[CH3:9][n:10]1[n:11][cH:12][c:13]([CH2:15][NH:16][C:59]([c:55]2[s:54][c:53]([N:49]3[C:48](=[O:62])[N:47]([CH2:46][c:45]4[cH:44][cH:43][c:42]([F:41])[cH:64][cH:63]4)[CH2:51][CH:50]3[CH3:52])[n:57][c:56]2[CH3:58])=[O:60])[cH:14]1. The reactants are CC1(C)OC(=O)C(Cc2nc(-c3nnc(N4CCC(Oc5cc(F)ccc5Br)CC4)s3)no2)O1, CO, Cl, [K+], [OH-]. The product is O=C(O)C(O)Cc1nc(-c2nnc(N3CCC(Oc4cc(F)ccc4Br)CC3)s2)no1. RXN SMILES: [Br:1][c:2]1[c:3]([O:4][CH:5]2[CH2:6][CH2:7][N:8]([c:11]3[n:12][n:13][c:14](-[c:16]4[n:17][o:18][c:19]([CH2:21][CH:22]5[C:23](=[O:29])[O:24][C:25]([CH3:27])([CH3:28])[O:26]5)[n:20]4)[s:15]3)[CH2:9][CH2:10]2)[cH:30][c:31]([F:34])[cH:32][cH:33]1.[CH3:38][OH:39].[ClH:37].[K+:36].[OH-:35]>>[Br:1][c:2]1[c:3]([O:4][CH:5]2[CH2:6][CH2:7][N:8]([c:11]3[n:12][n:13][c:14](-[c:16]4[n:17][o:18][c:19]([CH2:21][CH:22]([C:23](=[O:24])[OH:29])[OH:26])[n:20]4)[s:15]3)[CH2:9][CH2:10]2)[cH:30][c:31]([F:34])[cH:32][cH:33]1.